From a dataset of the Open Reaction Database (ORD), a public repository of structured organic reaction records. describe an organic reaction: reactants, conditions, products, and yield Reactants: FC(C(=O)O)(F)F.C(C)(C)(C)OC(N(C1=CC=NC=C1)CCOC1=CC(=CC(=C1)C(N(C(C)C)CCC(N(CC)CC)=O)=O)Cl)=O ((2-{3-chloro-5-[(2-diethylcarbamoyl-ethyl)-isopropyl-carbamoyl]-phenoxy}-ethyl)-pyridin-4-yl-carbamic acid tert-butyl ester trifluoroacetate). Run in ClCCl (dichloromethane), FC(C(=O)O)(F)F (trifluoroacetic acid). Run at time 3 hour. Product: FC(C(=O)O)(F)F.ClC=1C=C(C(=O)N(C(C)C)CCC(N(CC)CC)=O)C=C(C1)OCCNC1=CC=NC=C1 (3-Chloro-N-(2-diethylcarbamoyl-ethyl)-N-isopropyl-5-[2-(pyridin-4-ylamino)-ethoxy]-benzamide trifluoroacetate). Isolated yield 84.1%. As a reaction SMILES: [F:1][C:2]([F:7])([F:6])[C:3]([OH:5])=[O:4].C(OC(=O)[N:14]([CH2:21][CH2:22][O:23][C:24]1[CH:29]=[C:28]([C:30](=[O:44])[N:31]([CH2:35][CH2:36][C:37](=[O:43])[N:38]([CH2:41][CH3:42])[CH2:39][CH3:40])[CH:32]([CH3:34])[CH3:33])[CH:27]=[C:26]([Cl:45])[CH:25]=1)[C:15]1[CH:20]=[CH:19][N:18]=[CH:17][CH:16]=1)(C)(C)C>ClCCl.FC(F)(F)C(O)=O>[F:1][C:2]([F:7])([F:6])[C:3]([OH:5])=[O:4].[Cl:45][C:26]1[CH:27]=[C:28]([CH:29]=[C:24]([O:23][CH2:22][CH2:21][NH:14][C:15]2[CH:16]=[CH:17][N:18]=[CH:19][CH:20]=2)[CH:25]=1)[C:30]([N:31]([CH2:35][CH2:36][C:37](=[O:43])[N:38]([CH2:41][CH3:42])[CH2:39][CH3:40])[CH:32]([CH3:34])[CH3:33])=[O:44] |f:0.1,4.5|. Procedure details: A solution of (2-{3-chloro-5-[(2-diethylcarbamoyl-ethyl)-isopropyl-carbamoyl]-phenoxy}-ethyl)-pyridin-4-yl-carbamic acid tert-butyl ester trifluoroacetate (0.06 g) in a mixture of dichloromethane (2 ml) and trifluoroacetic acid (1 ml) was stored at room temperature for 3 h and then concentrated under reduced pressure to give the title compound as a colourless oil (0.043 g). Starting materials: [BH4-].[Na+] (sodium borohydride), C1(CCCCCCC1)CN1CCC(CC1)NC(=O)C1C2=CC(=CC=C2OC=2C=CC(=CC12)C=O)C(=O)OC (N-[1-(cyclooctylmethyl)piperidin-4-yl]-2-formyl-7-methoxycarbonylxanthene-9-carboxamide), O.O.O.O.O.O.O.O.O.O.S(=O)(=O)([O-])[O-].[Na+].[Na+] (Sodium sulfate decahydrate). Run in C(C)O (ethanol). Conditions: time 40 minute. Product: C1(CCCCCCC1)CN1CCC(CC1)NC(=O)C1C2=CC(=CC=C2OC=2C=CC(=CC12)CO)C(=O)OC (N-[1-(cyclooctylmethyl)piperidin-4-yl]-2-hydroxymethyl-7-methoxycarbonylxanthene-9-carboxamide). Yield: 83.0%. RXN SMILES: [CH:1]1([CH2:9][N:10]2[CH2:15][CH2:14][CH:13]([NH:16][C:17]([CH:19]3[C:32]4[CH:31]=[C:30]([CH:33]=[O:34])[CH:29]=[CH:28][C:27]=4[O:26][C:25]4[C:20]3=[CH:21][C:22]([C:35]([O:37][CH3:38])=[O:36])=[CH:23][CH:24]=4)=[O:18])[CH2:12][CH2:11]2)[CH2:8][CH2:7][CH2:6][CH2:5][CH2:4][CH2:3][CH2:2]1.[BH4-].[Na+].O.O.O.O.O.O.O.O.O.O.S([O-])([O-])(=O)=O.[Na+].[Na+]>C(O)C>[CH:1]1([CH2:9][N:10]2[CH2:11][CH2:12][CH:13]([NH:16][C:17]([CH:19]3[C:32]4[CH:31]=[C:30]([CH2:33][OH:34])[CH:29]=[CH:28][C:27]=4[O:26][C:25]4[C:20]3=[CH:21][C:22]([C:35]([O:37][CH3:38])=[O:36])=[CH:23][CH:24]=4)=[O:18])[CH2:14][CH2:15]2)[CH2:8][CH2:7][CH2:6][CH2:5][CH2:4][CH2:3][CH2:2]1 |f:1.2,3.4.5.6.7.8.9.10.11.12.13.14.15|. Reported procedure: 12 mg of N-[1-(cyclooctylmethyl)piperidin-4-yl]-2-formyl-7-methoxycarbonylxanthene-9-carboxamide was dissolved in 1.0 ml of ethanol, 10 mg of sodium borohydride was added thereto, followed by stirring for 40 minutes at room temperature. Sodium sulfate decahydrate was added to the reaction solution, followed by drying over anhydrous sodium sulfate. The solvent was distilled off under reduced pressure, the obtained residue was purified by preparative thin layer chromatography (Kieselgel™60F254, Ar... Reactants: O=S(=O)(Cl)c1cccc(Cl)c1, Nc1ccc(CCCC(=O)O)nc1, c1ccncc1. Yields the product O=C(O)CCCc1ccc(NS(=O)(=O)c2cccc(Cl)c2)cn1. As a reaction SMILES: [Cl:1][c:2]1[cH:3][c:4]([S:8](=[O:9])(=[O:10])[Cl:11])[cH:5][cH:6][cH:7]1.[NH2:12][c:13]1[cH:14][cH:15][c:16]([CH2:19][CH2:20][CH2:21][C:22](=[O:23])[OH:24])[n:17][cH:18]1.[cH:25]1[cH:26][cH:27][n:28][cH:29][cH:30]1>>[Cl:1][c:2]1[cH:3][c:4]([S:8](=[O:9])(=[O:10])[NH:12][c:13]2[cH:14][cH:15][c:16]([CH2:19][CH2:20][CH2:21][C:22](=[O:23])[OH:24])[n:17][cH:18]2)[cH:5][cH:6][cH:7]1. Starting materials: COC1=NC=C(C(=N1)OC)N1N=C(C(=C1C(=O)OCC)I)C (ethyl 1-(2,4-dimethoxypyrimidin-5-yl)-4-iodo-3-methyl-1H-pyrazole-5-carboxylate), ClC1=CC=C(C=O)C=C1 (4-chlorobenzaldehyde). The solvent is CCCCCC.CCOC(=O)C (hexane EtOAc). Product: ClC1=CC=C(C=C1)C(C=1C(=NN(C1C(=O)OCC)C=1C(=NC(=NC1)OC)OC)C)O (ethyl 4-((4-chlorophenyl)(hydroxy)methyl)-1-(2,4-dimethoxypyrimidin-5-yl)-3-methyl-1H-pyrazole-5-carboxylate). RXN SMILES: [CH3:1][O:2][C:3]1[N:8]=[C:7]([O:9][CH3:10])[C:6]([N:11]2[C:15]([C:16]([O:18][CH2:19][CH3:20])=[O:17])=[C:14](I)[C:13]([CH3:22])=[N:12]2)=[CH:5][N:4]=1.[Cl:23][C:24]1[CH:31]=[CH:30][C:27]([CH:28]=[O:29])=[CH:26][CH:25]=1>CCCCCC.CCOC(C)=O>[Cl:23][C:24]1[CH:31]=[CH:30][C:27]([CH:28]([OH:29])[C:14]2[C:13]([CH3:22])=[N:12][N:11]([C:6]3[C:7]([O:9][CH3:10])=[N:8][C:3]([O:2][CH3:1])=[N:4][CH:5]=3)[C:15]=2[C:16]([O:18][CH2:19][CH3:20])=[O:17])=[CH:26][CH:25]=1 |f:2.3|. Reported procedure: The title compound was prepared in analogy to the procedure described in Step 1.3 using ethyl 1-(2,4-dimethoxypyrimidin-5-yl)-4-iodo-3-methyl-1H-pyrazole-5-carboxylate (Step 52.2) and 4-chlorobenzaldehyde at RT for 30 min. tR: 5.02 min (HPLC 1); tR: 1.11 min (LC-MS 2); ESI-MS: 433 [M+H]+ (LC-MS 2); Rf=0.38 (hexane/EtOAc 1:1). Run at time 24 hour. The product is C(C1=CC=CC=C1)(=O)O (benzoic acid), C(C1=CC=CC=C1)=O (benzaldehyde). Yield: 2.0%. Reaction SMILES: [C:1]([OH:5])(=[O:4])[CH2:2][CH3:3].[C:6]1([CH3:12])[CH:11]=[CH:10][CH:9]=[CH:8][CH:7]=1>>[C:1]([OH:5])(=[O:4])[C:2]1[CH:8]=[CH:7][CH:6]=[CH:11][CH:3]=1.[CH:12](=[O:4])[C:6]1[CH:11]=[CH:10][CH:9]=[CH:8][CH:7]=1. Reported procedure: The experiment of the preceding example was repeated, while replacing acetic acid with propionic acid. Analysis of the reaction mixture after 24 hours showed that 55% of the toluene employed had been converted mainly to yield benzoic acid (98%) and small quantities of benzaldehyde (2%) Reactants: C(CC)(=O)O (propionic acid), C1(=CC=CC=C1)C (toluene). The reactants are ClCc1cccc(Br)c1, Cc1ccccc1C, c1ccc(P(c2ccccc2)c2ccccc2)cc1. Yields the product Brc1cccc(C[P+](c2ccccc2)(c2ccccc2)c2ccccc2)c1, [Cl-]. RXN SMILES: [Br:1][c:2]1[cH:3][c:4]([CH2:5][Cl:6])[cH:7][cH:8][cH:9]1.[CH3:29][c:30]1[c:31]([CH3:32])[cH:33][cH:34][cH:35][cH:36]1.[c:10]1([P:16]([c:17]2[cH:18][cH:19][cH:20][cH:21][cH:22]2)[c:23]2[cH:24][cH:25][cH:26][cH:27][cH:28]2)[cH:11][cH:12][cH:13][cH:14][cH:15]1>>[Br:1][c:2]1[cH:3][c:4]([CH2:5][P+:16]([c:10]2[cH:11][cH:12][cH:13][cH:14][cH:15]2)([c:17]2[cH:18][cH:19][cH:20][cH:21][cH:22]2)[c:23]2[cH:24][cH:25][cH:26][cH:27][cH:28]2)[cH:7][cH:8][cH:9]1.[Cl-:6]. Procedure: To 75 ml of diethylamine was added with stirring 3.76 g of 4-pentynoic acid, 22 g of 2,4-diiodothiophene, and 300 mg of tetrakis-(triphenylphosphine)palladium(o). The slurry was degassed with argon and 960 mg of CuI was added. The slurry was maintained under argon and allowed to stir overnight, producing a dark brown solution. Thereafter, the solvent was removed under reduced pressure and 100 ml of 10% HCl was added to the residue. The residue was filtered and then extracted 3 x with ethyl aceta... The product is IC1=CC=C(S1)C#CCCC(=O)O (5-(5-iodo-2-thienyl)-4-pentynoic acid). As a reaction SMILES: C(NCC)C.[C:6]([OH:12])(=[O:11])[CH2:7][CH2:8][C:9]#[CH:10].[I:13][C:14]1[S:15][CH:16]=[C:17](I)[CH:18]=1>>[I:13][C:14]1[S:15][C:16]([C:10]#[C:9][CH2:8][CH2:7][C:6]([OH:12])=[O:11])=[CH:17][CH:18]=1. The yield is 29.8%. Starting materials: C(CCC#C)(=O)O (4-pentynoic acid), IC=1SC=C(C1)I (2,4-diiodothiophene), tetrakis-(triphenylphosphine)palladium(o), C(C)NCC (diethylamine). Run at time 8 hour. As a reaction SMILES: C([O:3][C:4](=[O:18])[CH2:5][CH2:6][C:7]1[C:12]([CH3:13])=[CH:11][C:10]([C:14]#[N:15])=[CH:9][C:8]=1[CH2:16][CH3:17])C>C1COCC1.[OH-].[Na+].O>[C:14]([C:10]1[CH:11]=[C:12]([CH3:13])[C:7]([CH2:6][CH2:5][C:4]([OH:18])=[O:3])=[C:8]([CH2:16][CH3:17])[CH:9]=1)#[N:15] |f:2.3|. Starting materials: C(C)OC(CCC1=C(C=C(C=C1C)C#N)CC)=O (3-(4-cyano-2-ethyl-6-methyl-phenyl)-propionic acid ethyl ester). Product: C(#N)C1=CC(=C(C(=C1)C)CCC(=O)O)CC (3-(4-cyano-2-ethyl-6-methyl-phenyl)-propionic acid). Reported procedure: A solution of 3-(4-cyano-2-ethyl-6-methyl-phenyl)-propionic acid ethyl ester (55.0 g, 224 mmol) in THF (220 mL) and 1N aq. NaOH solution (220 mL) is stirred at rt for 2 before it is diluted with water (200 mL) and extracted with DCM (2×200 mL). The aqueous phase is added to 32% aq. HCl solution (50 mL) at 15-30° C. A precipitate forms. The solid material is collected, washed with water and dried under high vacuum to give 3-(4-cyano-2-ethyl-6-methyl-phenyl)-propionic acid (40.87 g) as pale brown ... Run in C1CCOC1 (THF), [OH-].[Na+] (NaOH), O (water). Yield: 84.0%. The reactants are BrC1=CC(=C(C=C1F)\C(=N/NC(=O)OC(C)(C)C)\C1=CC=NC=C1)F (1,1-Dimethylethyl (2Z)-2-[(4-bromo-2,5-difluorophenyl)(4-Pyridinyl)methylidene]hydrazinecarboxylate), BrC1=CC(=C(C=C1F)\C(=N/NC(=O)OC(C)(C)C)\C1=CC=NC=C1)F (1,1-Dimethylethyl (2Z)-2-[(4-bromo-2,5-difluorophenyl)(4-Pyridinyl)methylidene]hydrazinecarboxylate), Cl.NO (hydroxylamine hydrochloride), C(C)(=O)[O-].[Na+] (sodium acetate). Run in C(C)O (ethanol), O (water). The product is BrC1=CC(=C(C=C1F)C(=NO)C1=CC=NC=C1)F ((4-Bromo-2,5-difluorophenyl)(4-pyridinyl)methanone oxime). Isolated yield 114.1%. Reaction SMILES: [Br:1][C:2]1[C:7]([F:8])=[CH:6][C:5](/[C:9](/[C:19]2[CH:24]=[CH:23][N:22]=[CH:21][CH:20]=2)=[N:10]\NC(OC(C)(C)C)=O)=[C:4]([F:25])[CH:3]=1.Cl.NO.C([O-])(=[O:31])C.[Na+]>C(O)C.O>[Br:1][C:2]1[C:7]([F:8])=[CH:6][C:5]([C:9]([C:19]2[CH:24]=[CH:23][N:22]=[CH:21][CH:20]=2)=[N:10][OH:31])=[C:4]([F:25])[CH:3]=1 |f:1.2,3.4|. Reported procedure: A solution of Z/E 1-(4-bromo-2,5-difluorophenyl)-1-(4-pyridinyl)methanimine (Intermediate 1, 150 mg) in ethanol (2 ml) was treated with a solution of hydroxylamine hydrochloride (44 mg) and sodium acetate (50 mg) in water (0.4 ml) then stirred at reflux for 2 h. The ethanol was removed under vacuum and the residue was partitioned between water and ethyl acetate. The aqueous layer was re-extracted with ethyl acetate and the combined organic extracts were washed with brine, dried (sodium sulfate) ... The reactants are CS(C)=O, COC(=O)C1CCOc2cc(O)c(Cl)cc21, O=C(NCCc1ccc(Cl)cc1)c1ccc(Cl)c([N+](=O)[O-])c1, [K+], [K+], O=C([O-])[O-]. Yields the product COC(=O)C1CCOc2cc(Oc3ccc(C(=O)NCCc4ccc(Cl)cc4)cc3[N+](=O)[O-])c(Cl)cc21. RXN SMILES: [CH3:45][S:46]([CH3:47])=[O:48].[Cl:1][c:2]1[cH:3][c:4]2[c:9]([cH:10][c:11]1[OH:12])[O:8][CH2:7][CH2:6][CH:5]2[C:13](=[O:14])[O:15][CH3:16].[Cl:23][c:24]1[cH:25][cH:26][c:27]([CH2:28][CH2:29][NH:30][C:31]([c:32]2[cH:33][c:34]([N+:39](=[O:40])[O-:41])[c:35]([Cl:38])[cH:36][cH:37]2)=[O:42])[cH:43][cH:44]1.[K+:17].[K+:18].[O-:19][C:20]([O-:21])=[O:22]>>[Cl:1][c:2]1[cH:3][c:4]2[c:9]([cH:10][c:11]1[O:12][c:35]1[c:34]([N+:39](=[O:40])[O-:41])[cH:33][c:32]([C:31]([NH:30][CH2:29][CH2:28][c:27]3[cH:26][cH:25][c:24]([Cl:23])[cH:44][cH:43]3)=[O:42])[cH:37][cH:36]1)[O:8][CH2:7][CH2:6][CH:5]2[C:13](=[O:14])[O:15][CH3:16].